Dataset: the Open Reaction Database (ORD), a public repository of structured organic reaction records. Task: describe an organic reaction: reactants, conditions, products, and yield The reactants are ClC=1C=C(C=CC1)[C@H]1C[C@](C(N([C@@H]1C1=CC=C(C=C1)Cl)C1C=CCC1)=O)(C)CC1OC(OC1)(C)C ((3R,5R,6S)-5-(3-chlorophenyl)-6-(4-chlorophenyl)-1-(cyclopent-2-enyl)-3-((2,2-dimethyl-1,3-dioxolan-4-yl)methyl)-3-methylpiperidin-2-one), Cl (HCl). Run in CCOC(=O)C (EtOAc), C1CCOC1 (THF). Run at time 19 hour. The product is ClC=1C=C(C=CC1)[C@H]1C[C@](C(N([C@@H]1C1=CC=C(C=C1)Cl)C1C=CCC1)=O)(C)CC(CO)O ((3R,5R,6S)-5-(3-chlorophenyl)-6-(4-chlorophenyl)-1-(cyclopent-2-enyl)-3-(2,3-dihydroxypropyl)-3-methylpiperidin-2-one). RXN SMILES: [Cl:1][C:2]1[CH:3]=[C:4]([C@@H:8]2[C@@H:13]([C:14]3[CH:19]=[CH:18][C:17]([Cl:20])=[CH:16][CH:15]=3)[N:12]([CH:21]3[CH2:25][CH2:24][CH:23]=[CH:22]3)[C:11](=[O:26])[C@:10]([CH2:28][CH:29]3[CH2:33][O:32]C(C)(C)[O:30]3)([CH3:27])[CH2:9]2)[CH:5]=[CH:6][CH:7]=1.Cl>C1COCC1.CCOC(C)=O>[Cl:1][C:2]1[CH:3]=[C:4]([C@@H:8]2[C@@H:13]([C:14]3[CH:19]=[CH:18][C:17]([Cl:20])=[CH:16][CH:15]=3)[N:12]([CH:21]3[CH2:25][CH2:24][CH:23]=[CH:22]3)[C:11](=[O:26])[C@:10]([CH2:28][CH:29]([OH:30])[CH2:33][OH:32])([CH3:27])[CH2:9]2)[CH:5]=[CH:6][CH:7]=1. Reported procedure: To a solution of (3R,5R,6S)-5-(3-chlorophenyl)-6-(4-chlorophenyl)-1-(cyclopent-2-enyl)-3-((2,2-dimethyl-1,3-dioxolan-4-yl)methyl)-3-methylpiperidin-2-one (Example 28, Step C) (310 mg, 0.603 mmol) in THF (3 mL) at room temperature was added aq. HCl (1 M) (3013 μL, 3.01 mmol). The reaction mixture was stirred at room temperature for 19 h. The reaction mixture was diluted with EtOAc and the layers were separated. The organic layer was washed with sat. NaHCO3, sat. aq. NaCl solution and dried over N... The reactants are C(C)(=O)OC(C(=O)OC(C)(C)C)C1=CC(=CC=C1)Br (tert-butyl 2-acetoxy-2-(3-bromophenyl)acetate), C(=O)([O-])[O-].[Na+].[Na+] (Na2CO3), FC(OC1=CC=C(C=C1)B(O)O)(F)F (4-trifluoromethoxy phenyl boronic acid). The reagents and catalysts are C=1C=CC(=CC1)[P](C=2C=CC=CC2)(C=3C=CC=CC3)[Pd]([P](C=4C=CC=CC4)(C=5C=CC=CC5)C=6C=CC=CC6)([P](C=7C=CC=CC7)(C=8C=CC=CC8)C=9C=CC=CC9)[P](C=1C=CC=CC1)(C=1C=CC=CC1)C=1C=CC=CC1 (Pd(PPh3)4). Run in C(C)#N (acetonitrile), O (water). Run at temperature 130 celsius. Product: C(C)(=O)OC(C(=O)OC(C)(C)C)C=1C=C(C=CC1)C1=CC=C(C=C1)OC(F)(F)F (tert-butyl 2-acetoxy-2-(4′-(trifluoromethoxy)biphenyl-3-yl)acetate). Reaction SMILES: [C:1]([O:4][CH:5]([C:13]1[CH:18]=[CH:17][CH:16]=[C:15](Br)[CH:14]=1)[C:6]([O:8][C:9]([CH3:12])([CH3:11])[CH3:10])=[O:7])(=[O:3])[CH3:2].C([O-])([O-])=O.[Na+].[Na+].[F:26][C:27]([F:39])([F:38])[O:28][C:29]1[CH:34]=[CH:33][C:32](B(O)O)=[CH:31][CH:30]=1>C(#N)C.O.C1C=CC([P]([Pd]([P](C2C=CC=CC=2)(C2C=CC=CC=2)C2C=CC=CC=2)([P](C2C=CC=CC=2)(C2C=CC=CC=2)C2C=CC=CC=2)[P](C2C=CC=CC=2)(C2C=CC=CC=2)C2C=CC=CC=2)(C2C=CC=CC=2)C2C=CC=CC=2)=CC=1>[C:1]([O:4][CH:5]([C:13]1[CH:14]=[C:15]([C:32]2[CH:31]=[CH:30][C:29]([O:28][C:27]([F:26])([F:38])[F:39])=[CH:34][CH:33]=2)[CH:16]=[CH:17][CH:18]=1)[C:6]([O:8][C:9]([CH3:12])([CH3:11])[CH3:10])=[O:7])(=[O:3])[CH3:2] |f:1.2.3,^1:47,49,68,87|. Reported procedure: A mixture of compound 3 (811 mg, 2.46 mmol), Na2CO3 (650 mg, 6.13 mmol), Pd(PPh3)4 (207 mg, 0.18 mmol) and 4-trifluoromethoxy phenyl boronic acid (870 mg, 4.22 mmol) in acetonitrile (7.0 mL) and water (0.7 mL) was heated to 130° C. in the microwave for 30 minutes. The mixture was filtered through Celite® diatomaceous earth and washed with EtOAc. The filtrate was concentrated in vacuo and the resulting residue was purified by flash chromatography (80 g silica cartridge, 0-10% EtOAc/hexanes) to pr... Starting materials: COC(=O)C1=Cc2cc(C(=O)c3ccccc3F)c(OC)cc21, Cl[Al](Cl)Cl, ClCCl, Cl. Yields the product COC(=O)C1=Cc2cc(C(=O)c3ccccc3F)c(O)cc21. Reaction SMILES: [CH3:1][O:2][C:3](=[O:4])[C:5]1=[CH:6][c:7]2[c:8]1[cH:9][c:10]([O:22][CH3:23])[c:11]([C:13]([c:14]1[c:15]([F:20])[cH:16][cH:17][cH:18][cH:19]1)=[O:21])[cH:12]2.[Cl:24][Al:25]([Cl:26])[Cl:27].[Cl:29][CH2:30][Cl:31].[ClH:28]>>[CH3:1][O:2][C:3](=[O:4])[C:5]1=[CH:6][c:7]2[c:8]1[cH:9][c:10]([OH:22])[c:11]([C:13]([c:14]1[c:15]([F:20])[cH:16][cH:17][cH:18][cH:19]1)=[O:21])[cH:12]2. The reactants are BrB(Br)Br, COc1ccc2c(c1)CCC(=O)N2C, ClCCl, ClCCl, O. The product is CN1C(=O)CCc2cc(O)ccc21. Reaction SMILES: [B:1]([Br:2])([Br:3])[Br:4].[CH3:11][O:12][c:13]1[cH:14][c:15]2[c:20]([cH:21][cH:22]1)[N:19]([CH3:23])[C:18](=[O:24])[CH2:17][CH2:16]2.[Cl:5][CH2:6][Cl:7].[Cl:8][CH2:9][Cl:10].[OH2:25]>>[OH:12][c:13]1[cH:14][c:15]2[c:20]([cH:21][cH:22]1)[N:19]([CH3:23])[C:18](=[O:24])[CH2:17][CH2:16]2. Starting materials: C(C)(C)OCCN(C(CCl)=O)C1=CC=C(C(=O)Cl)C=C1 (4-[N-(2-isopropyloxyethyl)-N-chloroacetylamino]benzoyl chloride), CC1=C(CN2CCNCC2)C=CC=C1 (2-methylbenzylpiperazine). The product is C(C)(C)OCCN(C(CCl)=O)C1=CC=C(C(=O)N2CCN(CC2)CC2=C(C=CC=C2)C)C=C1 (1-{4-[N-(2-isopropyloxyethyl)-N-chloroacetylamino]benzoyl}-4-(2-methylbenzyl)piperazine). As a reaction SMILES: [CH:1]([O:4][CH2:5][CH2:6][N:7]([C:12]1[CH:20]=[CH:19][C:15]([C:16](Cl)=[O:17])=[CH:14][CH:13]=1)[C:8](=[O:11])[CH2:9][Cl:10])([CH3:3])[CH3:2].[CH3:21][C:22]1[CH:34]=[CH:33][CH:32]=[CH:31][C:23]=1[CH2:24][N:25]1[CH2:30][CH2:29][NH:28][CH2:27][CH2:26]1>>[CH:1]([O:4][CH2:5][CH2:6][N:7]([C:12]1[CH:20]=[CH:19][C:15]([C:16]([N:28]2[CH2:29][CH2:30][N:25]([CH2:24][C:23]3[CH:31]=[CH:32][CH:33]=[CH:34][C:22]=3[CH3:21])[CH2:26][CH2:27]2)=[O:17])=[CH:14][CH:13]=1)[C:8](=[O:11])[CH2:9][Cl:10])([CH3:3])[CH3:2]. Reported procedure: Analogously to Example 55, 1.5 g of 4-[N-(2-isopropyloxyethyl)-N-chloroacetylamino]benzoyl chloride are reacted with 0.76 g of 2-methylbenzylpiperazine, yielding 1-{4-[N-(2-isopropyloxyethyl)-N-chloroacetylamino]benzoyl}-4-(2-methylbenzyl)piperazine. The hydrochloride thereof melts at 142°-143°. Starting materials: tetrahydrofluran, Cl[Mg]CC(=C)COC1=CC=CC=C1 (3-(chloromagnesio)-2-(phenoxymethyl)-1-propene), C(C)(C)(C)OC(=O)N1C(C(CCC1)=O)C1=CC=CC=C1 ((±)1-tert-butoxycarbonyl-2-phenylpiperidin-3-one). Run in O1CCCC1 (tetrahydrofuran). Conditions: time 1 hour. The product is C(C)(C)(C)OC(=O)N1[C@H]([C@@](CCC1)(CC(COC1=CC=CC=C1)=C)O)C1=CC=CC=C1 ((±)(2S*,3R*) 1-tert-Butoxycarbonyl-3-hydroxy-3-(2-methylene-3-phenoxypropyl)-2-phenylpiperidine). As a reaction SMILES: Cl[Mg][CH2:3][C:4]([CH2:6][O:7][C:8]1[CH:13]=[CH:12][CH:11]=[CH:10][CH:9]=1)=[CH2:5].[C:14]([O:18][C:19]([N:21]1[CH2:26][CH2:25][CH2:24][C:23](=[O:27])[CH:22]1[C:28]1[CH:33]=[CH:32][CH:31]=[CH:30][CH:29]=1)=[O:20])([CH3:17])([CH3:16])[CH3:15]>O1CCCC1>[C:14]([O:18][C:19]([N:21]1[CH2:26][CH2:25][CH2:24][C@@:23]([OH:27])([CH2:3][C:4](=[CH2:5])[CH2:6][O:7][C:8]2[CH:13]=[CH:12][CH:11]=[CH:10][CH:9]=2)[C@@H:22]1[C:28]1[CH:33]=[CH:32][CH:31]=[CH:30][CH:29]=1)=[O:20])([CH3:17])([CH3:15])[CH3:16]. Procedure: A tetrahydrofluran solution of 3-(chloromagnesio)-2-(phenoxymethyl)-1-propene (0.91M, 3 ml) (Louw et. al. Tetrahedron 48:6087-6104, (1992), prepared from 2.74 mmol of 3-chloro-2-(phenoxymethyl)-1-propene) was slowly added to a solution of (±)1-tert-butoxycarbonyl-2-phenylpiperidin-3-one (Desc. 1) in tetrahydrofuran (3 ml). The solution was stirred at room temperature for 1 hour, quenched by addition of saturated ammonium chloride solution (20 ml) and extracted with ethyl acetate (20 ml). The org... The reactants are COC(=O)c1sc2cc(OC)c(OCc3ccccc3)cc2c1Cl, CC(=O)O. Product: COC(=O)c1sc2cc(OC)c(O)cc2c1Cl. Reaction SMILES: [CH3:1][O:2][C:3](=[O:4])[c:5]1[c:6]([Cl:24])[c:7]2[c:8]([s:9]1)[cH:10][c:11]([O:22][CH3:23])[c:12]([O:14][CH2:15][c:16]1[cH:17][cH:18][cH:19][cH:20][cH:21]1)[cH:13]2.[CH3:25][C:26](=[O:27])[OH:28]>>[CH3:1][O:2][C:3](=[O:4])[c:5]1[c:6]([Cl:24])[c:7]2[c:8]([s:9]1)[cH:10][c:11]([O:22][CH3:23])[c:12]([OH:14])[cH:13]2.